Dataset: the Open Reaction Database (ORD), a public repository of structured organic reaction records. Task: describe an organic reaction: reactants, conditions, products, and yield Starting materials: CO, COc1ccc2c(c1)CCC13CNCC1CCC23, ClCCl, [NH4+], [OH-]. The product is COc1ccc2c(c1)CCC13CN(C)CC1CCC23. As a reaction SMILES: [CH3:19][OH:20].[CH3:1][O:2][c:3]1[cH:4][c:5]2[c:6]([cH:17][cH:18]1)[CH:7]1[CH2:8][CH2:9][CH:10]3[CH2:11][NH:12][CH2:13][C:14]13[CH2:15][CH2:16]2.[Cl:23][CH2:24][Cl:25].[NH4+:21].[OH-:22]>>[CH3:1][O:2][c:3]1[cH:4][c:5]2[c:6]([cH:17][cH:18]1)[CH:7]1[CH2:8][CH2:9][CH:10]3[CH2:11][N:12]([CH3:19])[CH2:13][C:14]13[CH2:15][CH2:16]2. Product: C1(=CC=CC=C1)C(C1CCN(CC1)CC(=O)O)C1=CC=C(C=C1)C(F)(F)F (2-(4-(phenyl(4-(trifluoromethyl)phenyl)methyl)piperidin-1-yl)acetic acid). Run in C1CCOC1.CO (THF MeOH). Starting materials: C1(=CC=CC=C1)C(C1CCN(CC1)CC(=O)OCC)C1=CC=C(C=C1)C(F)(F)F (ethyl 2-(4-(phenyl(4-(trifluoromethyl)phenyl)methyl)piperidin-1-yl)acetate), O[Li].O (LiOH.H2O). The yield is 37.9%. Procedure details: To a solution of ethyl 2-(4-(phenyl(4-(trifluoromethyl)phenyl)methyl)piperidin-1-yl)acetate (0.2 g, 0.49 mmol) in THF/MeOH (10 mL, 1:1) was added LiOH.H2O (0.15 g, 3.7 mmol). After stirring at rt for 4 h, the solvent was removed under vacuum. The residue was diluted with water and the pH was adjusted to 3 with diluted HCl, extracted with DCM, and the combined organic layer was dried over anhydrous sodium sulfate and concentrated under vacuum to afford pure 2-(4-(phenyl(4-(trifluoromethyl)phenyl)... Reaction conditions: time 4 hour. RXN SMILES: [C:1]1([CH:7]([C:20]2[CH:25]=[CH:24][C:23]([C:26]([F:29])([F:28])[F:27])=[CH:22][CH:21]=2)[CH:8]2[CH2:13][CH2:12][N:11]([CH2:14][C:15]([O:17]CC)=[O:16])[CH2:10][CH2:9]2)[CH:6]=[CH:5][CH:4]=[CH:3][CH:2]=1.O[Li].O>C1COCC1.CO>[C:1]1([CH:7]([C:20]2[CH:25]=[CH:24][C:23]([C:26]([F:29])([F:27])[F:28])=[CH:22][CH:21]=2)[CH:8]2[CH2:9][CH2:10][N:11]([CH2:14][C:15]([OH:17])=[O:16])[CH2:12][CH2:13]2)[CH:6]=[CH:5][CH:4]=[CH:3][CH:2]=1 |f:1.2,3.4|. Starting materials: SC=1NC2=C(N1)C=CC=C2 (2-mercaptobenzimidazole), CC1CCOS1(=O)=O (2,4-butane sultone). Solvent: O1CCOCC1 (1,4-dioxane), O (water). Product: N1C(=NC2=C1C=CC=C2)SCCC(C)S(=O)(=O)O (4-(1H-benzimidazol-2-ylthio)-2-butanesulfonic acid). Isolated yield 86.0%. As a reaction SMILES: [SH:1][C:2]1[NH:3][C:4]2[CH:10]=[CH:9][CH:8]=[CH:7][C:5]=2[N:6]=1.[CH3:11][CH:12]1[S:16](=[O:18])(=[O:17])[O:15][CH2:14][CH2:13]1>O1CCOCC1.O>[NH:3]1[C:4]2[CH:10]=[CH:9][CH:8]=[CH:7][C:5]=2[N:6]=[C:2]1[S:1][CH2:14][CH2:13][CH:12]([S:16]([OH:18])(=[O:17])=[O:15])[CH3:11]. Reported procedure: To a hot solution of 2-mercaptobenzimidazole (2.0 g, 13.3 mmol) in 1,4-dioxane (12 mL) and water (3 mL) was added via syringe pump (1 hour addition) a solution of 2,4-butane sultone (1.80 g, 12.7 mmol in 1,4-dioxane (total of 3 mL)). The solution was stirred at reflux for an additional 3 hours. The solid was collected by filtration. It was washed with acetone (2×20 mL) and dried in vacuo. Yield: 86%. 1H NMR (DMSO, 500 MHz) δ ppm 7.64(m, 2H), 7.44 (m, 2H), 3.63 (t, 2H, J=7.3 Hz), 2.68 (m, 1H), 2.... The reactants are CC1=C(C=NC=C1)N1C(C2=CC(=CC=C2C=C1)[N+](=O)[O-])=O (2-(4-methyl-pyridin-3-yl)-7-nitro-2H-isoquinolin-1-one). The reagents and catalysts are [Pd] (Pd—C). Solvent: CO (methanol), CO (methanol), C(Cl)(Cl)Cl (CHCl3). Run at time 3.3 hour. The product is NC1=CC=C2C=CN(C(C2=C1)=O)C=1C=NC=CC1C (7-Amino-2-(4-methyl-pyridin-3-yl)-2H-isoquinolin-1-one). Yield: 79.9%. RXN SMILES: [CH3:1][C:2]1[CH:7]=[CH:6][N:5]=[CH:4][C:3]=1[N:8]1[CH:17]=[CH:16][C:15]2[C:10](=[CH:11][C:12]([N+:18]([O-])=O)=[CH:13][CH:14]=2)[C:9]1=[O:21]>CO.C(Cl)(Cl)Cl.[Pd]>[NH2:18][C:12]1[CH:11]=[C:10]2[C:15]([CH:16]=[CH:17][N:8]([C:3]3[CH:4]=[N:5][CH:6]=[CH:7][C:2]=3[CH3:1])[C:9]2=[O:21])=[CH:14][CH:13]=1. Reported procedure: 10% Pd—C (20 mg) was added to a solution of 2-(4-methyl-pyridin-3-yl)-7-nitro-2H-isoquinolin-1-one (I-24b: 140 mg, 0.4982 mmol) in methanol (8 mL) under nitrogen atmosphere. The resulting mixture was hydrogenated in a Parr hydrogenator at room temperature for 3.30 hours. The reaction was monitored by TLC (5% methanol in CHCl3). The reaction mixture was filtered; the filtrate was concentrated and dried to afford 100 mg of the product (79.9% yield). Reactants: CC(=O)O[BH-](OC(C)=O)OC(C)=O, C1CCOC1, CC(=O)O, CC(C)=O, [Na+], [Na+], [OH-], Nc1cc[nH]n1. The product is CC(C)Nc1cc[nH]n1. As a reaction SMILES: [C:15]([O:16][BH-:17]([O:18][C:19](=[O:20])[CH3:21])[O:22][C:23](=[O:24])[CH3:25])(=[O:26])[CH3:27].[CH2:31]1[O:32][CH2:33][CH2:34][CH2:35]1.[CH3:11][C:12](=[O:13])[OH:14].[CH3:7][C:8]([CH3:9])=[O:10].[Na+:28].[Na+:30].[OH-:29].[nH:1]1[n:2][c:3]([NH2:6])[cH:4][cH:5]1>>[nH:1]1[n:2][c:3]([NH:6][CH:8]([CH3:7])[CH3:9])[cH:4][cH:5]1. The reactants are Cc1nnc(-c2ccc3occ(C#N)c3c2)o1, O=CO, O. Yields the product Cc1nnc(-c2ccc3occ(C=O)c3c2)o1. Reaction SMILES: [CH3:1][c:2]1[n:3][n:4][c:5](-[c:7]2[cH:8][cH:9][c:10]3[c:11]([c:12]([C:15]#[N:16])[cH:13][o:14]3)[cH:17]2)[o:6]1.[CH:18](=[O:19])[OH:20].[OH2:21]>>[CH3:1][c:2]1[n:3][n:4][c:5](-[c:7]2[cH:8][cH:9][c:10]3[c:11]([c:12]([CH:15]=[O:19])[cH:13][o:14]3)[cH:17]2)[o:6]1. Starting materials: C(C)(C)(C)OC(=O)N1CCC(=CC1)B1OC(C(O1)(C)C)(C)C (1,2,3,6-tetrahydro-4-(4,4,5,5-tetramethyl-1,3,2-dioxaborolan-2-yl)-pyridine-1-carboxylic acid ter-butylester), C(=O)([O-])[O-].[K+].[K+] (K2CO3), C(C1=CC=CC=C1)OC1=C(C=CC=C1F)Br (2-benzyloxy-1-bromo-3-fluoro-benzene). Reagents/catalysts: C=1C=CC(=CC1)[P](C=2C=CC=CC2)(C=3C=CC=CC3)[Pd]([P](C=4C=CC=CC4)(C=5C=CC=CC5)C=6C=CC=CC6)([P](C=7C=CC=CC7)(C=8C=CC=CC8)C=9C=CC=CC9)[P](C=1C=CC=CC1)(C=1C=CC=CC1)C=1C=CC=CC1 (Pd(PPh3)4). The solvent is O1CCOCC1 (1,4-dioxane), O (water). Reaction conditions: temperature 150 celsius. Yields the product C(C)(C)(C)OC(=O)N1CCC(=CC1)C1=C(C(=CC=C1)F)OCC1=CC=CC=C1 (4-(2-benzyloxy-3-fluoro-phenyl)-3,6-dihydro-2H-pyridine-1-carboxylic acid tert-butyl ester). RXN SMILES: [C:1]([O:5][C:6]([N:8]1[CH2:13][CH:12]=[C:11](B2OC(C)(C)C(C)(C)O2)[CH2:10][CH2:9]1)=[O:7])([CH3:4])([CH3:3])[CH3:2].C([O-])([O-])=O.[K+].[K+].[CH2:29]([O:36][C:37]1[C:42]([F:43])=[CH:41][CH:40]=[CH:39][C:38]=1Br)[C:30]1[CH:35]=[CH:34][CH:33]=[CH:32][CH:31]=1>O1CCOCC1.O.C1C=CC([P]([Pd]([P](C2C=CC=CC=2)(C2C=CC=CC=2)C2C=CC=CC=2)([P](C2C=CC=CC=2)(C2C=CC=CC=2)C2C=CC=CC=2)[P](C2C=CC=CC=2)(C2C=CC=CC=2)C2C=CC=CC=2)(C2C=CC=CC=2)C2C=CC=CC=2)=CC=1>[C:1]([O:5][C:6]([N:8]1[CH2:13][CH:12]=[C:11]([C:38]2[CH:39]=[CH:40][CH:41]=[C:42]([F:43])[C:37]=2[O:36][CH2:29][C:30]2[CH:31]=[CH:32][CH:33]=[CH:34][CH:35]=2)[CH2:10][CH2:9]1)=[O:7])([CH3:2])([CH3:3])[CH3:4] |f:1.2.3,^1:55,57,76,95|. Procedure: To a solution of 1,2,3,6-tetrahydro-4-(4,4,5,5-tetramethyl-1,3,2-dioxaborolan-2-yl)-pyridine-1-carboxylic acid ter-butylester (0.75 g, 2.426 mmol) [CAS 375853-82-0] (synthesis described in WO 2004072025 A2 20040826) in 1,4-dioxane (7 ml) and an aqueous saturated solution of K2CO3 (3.5 ml), was added 2-benzyloxy-1-bromo-3-fluoro-benzene (1.023 mg, 3.638 mmol) [1036724-55-6]. The resulting solution was degassed using a stream of nitrogen and to this was added Pd(PPh3)4 (0.14 g, 0.121 mmol). The re... The reactants are O (water), CC(=O)C (acetone), Br[Si](C)(C)C (Bromotrimethylsilane), C(C)OP(=O)(OCC)COCCN1C=2N=C(NC(C2N=C1)=O)N (9-(2'-(diethylphosphonomethoxy)ethyl)guanine), O (water). Run in CN(C)C=O (DMF). Conditions: time 4 hour. Yields the product P(=O)(O)(O)COCCN1C=2N=C(NC(C2N=C1)=O)N (9-(2-(phosphonomethoxy)ethyl)guanine). The yield is 92.8%. RXN SMILES: Br[Si](C)(C)C.C([O:8][P:9]([CH2:14][O:15][CH2:16][CH2:17][N:18]1[CH:26]=[N:25][C:24]2[C:23](=[O:27])[NH:22][C:21]([NH2:28])=[N:20][C:19]1=2)([O:11]CC)=[O:10])C.O.CC(C)=O>CN(C=O)C>[P:9]([CH2:14][O:15][CH2:16][CH2:17][N:18]1[CH:26]=[N:25][C:24]2[C:23](=[O:27])[NH:22][C:21]([NH2:28])=[N:20][C:19]1=2)([OH:10])([OH:11])=[O:8]. Procedure details: Bromotrimethylsilane (2.77 g, 18.1 mmol) was added dropwise over 2 min to a solution of 9-(2'-(diethylphosphonomethoxy)ethyl)guanine (0.625 g, 1.80 mmol) in 15 mL of dry DMF at rt under argon in a foil-covered flask. The reaction mixture was stirred at rt for 4 h and then volatiles were removed in vacuo to give a viscous yellow oil. The residue was treated with 5 mL of water, giving immediate formation of a white solid. 5 mL more water was added, followed by 10 mL of acetone; the precipitate was... Reactants: [OH-].[Na+] (NaOH), N#N.C(C(C)C)(=O)NC=1NC(C=2N=CN(C2N1)[C@H]1[C@@H](O)[C@H](OC2OCCCC2)[C@H](O1)COC1(OCCCC1)C(C(C)C)=O)=O (N2 Isobutyryl-9-(2'-isobutyryl-3', 5'-di-O-[tetrahydropyran-2-yl]-β-D-arabinofuranosyl) guanine), C(C)(=O)O (acetic acid), C(=O)(O)[O-].[Na+] (NaHCO3). The solvent is CCO.CO (EtOH MeOH), N1=CC=CC=C1.CO.O (pyridine MeOH-H2O). Reaction conditions: temperature 0 celsius, time 2 hour. Product: N#N.C(C(C)C)(=O)NC=1NC(C=2N=CN(C2N1)[C@H]1[C@@H](O)[C@H](OC2OCCCC2)[C@H](O1)COC1OCCCC1)=O (N2 Isobutyryl-9-(3', 5'-di-O-[tetrahydropyran-2-yl]-β-D-arabinofuranosyl)guanine). Isolated yield 77.8%. RXN SMILES: [N:1]#[N:2].[C:3]([NH:8][C:9]1[NH:10][C:11](=[O:44])[C:12]2[N:13]=[CH:14][N:15]([C@@H:18]3[O:30][C@H:29]([CH2:31][O:32][C:33]4(C(=O)C(C)C)[CH2:38][CH2:37][CH2:36][CH2:35][O:34]4)[C@@H:21]([O:22][CH:23]4[CH2:28][CH2:27][CH2:26][CH2:25][O:24]4)[C@@H:19]3[OH:20])[C:16]=2[N:17]=1)(=[O:7])[CH:4]([CH3:6])[CH3:5].[OH-].[Na+].C(O)(=O)C.C([O-])(O)=O.[Na+]>N1C=CC=CC=1.CO.O.CCO.CO>[N:1]#[N:2].[C:3]([NH:8][C:9]1[NH:10][C:11](=[O:44])[C:12]2[N:13]=[CH:14][N:15]([C@@H:18]3[O:30][C@H:29]([CH2:31][O:32][CH:33]4[CH2:38][CH2:37][CH2:36][CH2:35][O:34]4)[C@@H:21]([O:22][CH:23]4[CH2:28][CH2:27][CH2:26][CH2:25][O:24]4)[C@@H:19]3[OH:20])[C:16]=2[N:17]=1)(=[O:7])[CH:4]([CH3:6])[CH3:5] |f:0.1,2.3,5.6,7.8.9,10.11,12.13|. Reported procedure: N2 -Isobutyryl-9-(2'-isobutyryl-3', 5'-di-O-[tetrahydropyran-2-yl]-β-D-arabinofuranosyl) guanine (5.58 g) was dissolved in pyridine-MeOH-H2O (65:30:15, 52 mL) at room temperature. The solution was cooled to 0° C. and 52 mL of 2 N NaOH in EtOH-MeOH (95:5) was added slowly, followed by stirring for 2 hours at 0° C. Glacial acetic acid was added to pH 6, and saturated NaHCO3 was added to pH 7. The reaction mixture was evaporated under reduced pressure and the residue coevaporated with toluene. The ... Starting materials: Cc1c(CN(C)C)c(C)c(NC(=O)C(C)(C)C)c2c1CCN2, CCOC(C)=O, CCCCCCCCI, CN(C)C=O. The product is CCCCCCCCN1CCc2c(C)c(CN(C)C)c(C)c(NC(=O)C(C)(C)C)c21. RXN SMILES: [CH3:1][N:2]([CH3:3])[CH2:4][c:5]1[c:6]([CH3:22])[c:7]2[c:11]([c:12]([NH:15][C:16]([C:17]([CH3:18])([CH3:19])[CH3:20])=[O:21])[c:13]1[CH3:14])[NH:10][CH2:9][CH2:8]2.[CH3:32][CH2:33][O:34][C:35]([CH3:36])=[O:37].[I:23][CH2:24][CH2:25][CH2:26][CH2:27][CH2:28][CH2:29][CH2:30][CH3:31].[O:38]=[CH:39][N:40]([CH3:41])[CH3:42]>>[CH3:1][N:2]([CH3:3])[CH2:4][c:5]1[c:6]([CH3:22])[c:7]2[c:11]([c:12]([NH:15][C:16]([C:17]([CH3:18])([CH3:19])[CH3:20])=[O:21])[c:13]1[CH3:14])[N:10]([CH2:24][CH2:25][CH2:26][CH2:27][CH2:28][CH2:29][CH2:30][CH3:31])[CH2:9][CH2:8]2.